This data is from the Open Reaction Database (ORD), a public repository of structured organic reaction records. The task is: describe an organic reaction: reactants, conditions, products, and yield The reactants are CCOC(=O)C(=O)NCC=C(C)CCC=C(C)C, CCO, NCCc1ccccn1. Yields the product CC(C)=CCCC(C)=CCNC(=O)C(=O)NCCc1ccccn1. As a reaction SMILES: [CH3:1][C:2](=[CH:3][CH2:4][NH:5][C:6]([C:7]([O:9][CH2:8][CH3:10])=[O:11])=[O:12])[CH2:13][CH2:14][CH:15]=[C:16]([CH3:17])[CH3:18].[CH3:28][CH2:29][OH:30].[n:19]1[c:20]([CH2:25][CH2:26][NH2:27])[cH:21][cH:22][cH:23][cH:24]1>>[CH3:1][C:2](=[CH:3][CH2:4][NH:5][C:6]([C:7](=[O:9])[NH:27][CH2:26][CH2:25][c:20]1[n:19][cH:24][cH:23][cH:22][cH:21]1)=[O:12])[CH2:13][CH2:14][CH:15]=[C:16]([CH3:17])[CH3:18]. The reactants are C(C(=O)Cl)(=O)Cl (Oxalyl chloride), CN(C=O)C (N,N-dimethylformamide), C1(CC1)CO\N=C(/C(=O)O)\C=1N=C(SC1)NC(C1=CC=CC=C1)(C1=CC=CC=C1)C1=CC=CC=C1 ((Z)-2-cyclopropylmethoxyimino-2-(2-tritylaminothiazol-4-yl)acetic acid), ice water, ice water, N[C@H]1[C@@H]2N(C(=C(CS2)COC(N)=O)C(=O)O)C1=O ((6R,7R)-7-amino-3-carbamoyloxymethylceph-3-em-4-carboxylic acid). The solvent is C(Cl)Cl (methylene chloride), C(C)N(CC)CC (triethylamine), industrial methylated spirits, O (water). Conditions: time 5 minute. Yields the product C(N)(=O)OCC=1CS[C@H]2N(C1C(=O)O)C([C@H]2NC(\C(\C=2N=C(SC2)NC(C2=CC=CC=C2)(C2=CC=CC=C2)C2=CC=CC=C2)=N/OCC2CC2)=O)=O ((6R,7R)-3-Carbamoyloxymethyl-7-[(Z)-2-cyclopropylmethoxyimino-2-(2-tritylaminothiazol-4-yl)acetamido]ceph-3-em-4-carboxylic Acid). Yield: 78.7%. RXN SMILES: C(Cl)(=O)C(Cl)=O.CN(C)C=O.[CH:12]1([CH2:15][O:16]/[N:17]=[C:18](/[C:22]2[N:23]=[C:24]([NH:27][C:28]([C:41]3[CH:46]=[CH:45][CH:44]=[CH:43][CH:42]=3)([C:35]3[CH:40]=[CH:39][CH:38]=[CH:37][CH:36]=3)[C:29]3[CH:34]=[CH:33][CH:32]=[CH:31][CH:30]=3)[S:25][CH:26]=2)\[C:19]([OH:21])=O)[CH2:14][CH2:13]1.[NH2:47][C@@H:48]1[C:63](=[O:64])[N:50]2[C:51]([C:60]([OH:62])=[O:61])=[C:52]([CH2:55][O:56][C:57](=[O:59])[NH2:58])[CH2:53][S:54][C@H:49]12>C(Cl)Cl.O.C(N(CC)CC)C>[C:57]([O:56][CH2:55][C:52]1[CH2:53][S:54][C@@H:49]2[C@H:48]([NH:47][C:19](=[O:21])/[C:18](=[N:17]\[O:16][CH2:15][CH:12]3[CH2:13][CH2:14]3)/[C:22]3[N:23]=[C:24]([NH:27][C:28]([C:41]4[CH:46]=[CH:45][CH:44]=[CH:43][CH:42]=4)([C:35]4[CH:40]=[CH:39][CH:38]=[CH:37][CH:36]=4)[C:29]4[CH:34]=[CH:33][CH:32]=[CH:31][CH:30]=4)[S:25][CH:26]=3)[C:63](=[O:64])[N:50]2[C:51]=1[C:60]([OH:62])=[O:61])(=[O:59])[NH2:58]. Procedure details: Oxalyl chloride (0.37 ml.) was added to a solution of N,N-dimethylformamide (0.38 ml) in methylene chloride (10 ml) with stirring under nitrogen at -20°. After ten minutes with ice water cooling, the mixture was recooled to -20° and (Z)-2-cyclopropylmethoxyimino-2-(2-tritylaminothiazol-4-yl)acetic acid (1.94 g) was added and the solution was stirred with ice-water cooling for 10 minutes. The solution was recooled to -20° and added to a solution of (6R,7R)-7-amino-3-carbamoyloxymethylceph-3-em-4-... The reactants are BrC1=CC(=C(C=2C(=COC21)CBr)F)F (7-bromo-3-bromomethyl-4,5-difluoro-1-benzofuran), CO (methanol), C([O-])([O-])=O.[K+].[K+] (potassium carbonate), C(C)(=O)[O-].[K+] (potassium acetate). The solvent is C(C)#N (acetonitrile). Run at temperature 60 celsius, time 3 hour. Product: BrC1=CC(=C(C=2C(=COC21)CO)F)F (7-bromo-4,5-difluoro-3-hydroxymethyl-1-benzofuran). Isolated yield 76.0%. RXN SMILES: [Br:1][C:2]1[C:10]2[O:9][CH:8]=[C:7]([CH2:11]Br)[C:6]=2[C:5]([F:13])=[C:4]([F:14])[CH:3]=1.C([O-])(=[O:17])C.[K+].CO.C(=O)([O-])[O-].[K+].[K+]>C(#N)C>[Br:1][C:2]1[C:10]2[O:9][CH:8]=[C:7]([CH2:11][OH:17])[C:6]=2[C:5]([F:13])=[C:4]([F:14])[CH:3]=1 |f:1.2,4.5.6|. Procedure details: The compound (1.47 g, 4.51 mmol) obtained in Step 1 was dissolved in acetonitrile (50 mL), and potassium acetate (660 mg, 6.76 mmol) was added thereto, and stirred at 60° C. for 3 hours. After cooling, the solvent was distilled away, and to the resulting residue, methanol (20 mL) and potassium carbonate (1.56 g, 11.28 mmol) were added, and stirred at room temperature for 2 hours. The solvent was distilled away. After diluted with ethyl acetate, the resultant was washed with water and saturated b... The reactants are CC(C)(C)[Si](C)(C)OCc1ccc(OCc2ccccc2)c(S(=O)(=O)c2ccc(F)cc2)c1, CCCC[N+](CCCC)(CCCC)CCCC, [F-], C1CCOC1, O, O, O. The product is O=S(=O)(c1ccc(F)cc1)c1cc(CO)ccc1OCc1ccccc1. As a reaction SMILES: [CH2:1]([c:2]1[cH:3][cH:4][cH:5][cH:6][cH:7]1)[O:8][c:9]1[c:10]([S:24](=[O:25])(=[O:26])[c:27]2[cH:28][cH:29][c:30]([F:33])[cH:31][cH:32]2)[cH:11][c:12]([CH2:13][O:14][Si:15]([C:16]([CH3:17])([CH3:18])[CH3:19])([CH3:20])[CH3:21])[cH:22][cH:23]1.[CH2:38]([N+:39]([CH2:40][CH2:41][CH2:42][CH3:43])([CH2:44][CH2:45][CH2:46][CH3:47])[CH2:48][CH2:49][CH2:50][CH3:51])[CH2:52][CH2:53][CH3:54].[F-:37].[O:55]1[CH2:56][CH2:57][CH2:58][CH2:59]1.[OH2:34].[OH2:35].[OH2:36]>>[CH2:1]([c:2]1[cH:3][cH:4][cH:5][cH:6][cH:7]1)[O:8][c:9]1[c:10]([S:24](=[O:25])(=[O:26])[c:27]2[cH:28][cH:29][c:30]([F:33])[cH:31][cH:32]2)[cH:11][c:12]([CH2:13][OH:14])[cH:22][cH:23]1. Yield: 73.0%. Reaction SMILES: [C:1]([C:5]1[CH:10]=[CH:9][C:8]([CH2:11][C:12](S(C2C=CC(C)=CC=2)(=O)=O)(SC)[CH2:13][CH:14]2[CH2:19][CH2:18][CH2:17][CH2:16][CH2:15]2)=[CH:7][C:6]=1[N+:32]([O-:34])=[O:33])([CH3:4])([CH3:3])[CH3:2].Cl.C[OH:37]>>[C:1]([C:5]1[CH:10]=[CH:9][C:8]([CH2:11][C:12](=[O:37])[CH2:13][CH:14]2[CH2:19][CH2:18][CH2:17][CH2:16][CH2:15]2)=[CH:7][C:6]=1[N+:32]([O-:34])=[O:33])([CH3:4])([CH3:3])[CH3:2]. Reported procedure: The whole of the 2-t-butyl-5-[3-cyclohexyl-2-(4-methylphenyl)sulfonyl-2-methylthiopropyl]-1-nitrobenzene prepared as described in step (i) above was dissolved in 50 ml of methanol. 5 ml of concentrated aqueous hydrochloric acid were added, and the resulting solution was heated for 2 hours under reflux. At the end of this time, the solvent was removed by distillation under reduced pressure. The resulting residue was dissolved in diethyl ether, and the solution was washed with water, with a satura... The product is C(C)(C)(C)C1=C(C=C(C=C1)CC(CC1CCCCC1)=O)[N+](=O)[O-] (2-t-Butyl-5-(3-cyclohexyl-2-oxopropyl)-1-nitrobenzene). Reactants: C(C)(C)(C)C1=C(C=C(C=C1)CC(CC1CCCCC1)(SC)S(=O)(=O)C1=CC=C(C=C1)C)[N+](=O)[O-] (2-t-butyl-5-[3-cyclohexyl-2-(4-methylphenyl)sulfonyl-2-methylthiopropyl]-1-nitrobenzene), Cl (hydrochloric acid), CO (methanol). The reactants are CCn1cc(-c2nc(NC3CCCCC3NC(=O)OC(C)(C)C)cc3c2C(=O)NC3)cn1, ClCCl, ClCCl, O=C(O)C(F)(F)F. The product is CCn1cc(-c2nc(NC3CCCCC3N)cc3c2C(=O)NC3)cn1, O=C(O)C(F)(F)F. RXN SMILES: [CH2:1]([CH3:2])[n:3]1[n:4][cH:5][c:6](-[c:8]2[n:9][c:10]([NH:18][CH:19]3[CH:20]([NH:25][C:26](=[O:27])[O:28][C:29]([CH3:30])([CH3:31])[CH3:32])[CH2:21][CH2:22][CH2:23][CH2:24]3)[cH:11][c:12]3[c:13]2[C:14](=[O:17])[NH:15][CH2:16]3)[cH:7]1.[Cl:40][CH2:41][Cl:42].[Cl:43][CH2:44][Cl:45].[F:33][C:34]([C:35](=[O:36])[OH:37])([F:38])[F:39]>>[CH2:1]([CH3:2])[n:3]1[n:4][cH:5][c:6](-[c:8]2[n:9][c:10]([NH:18][CH:19]3[CH:20]([NH2:25])[CH2:21][CH2:22][CH2:23][CH2:24]3)[cH:11][c:12]3[c:13]2[C:14](=[O:17])[NH:15][CH2:16]3)[cH:7]1.[F:33][C:34]([C:35](=[O:36])[OH:37])([F:38])[F:39]. The reactants are CC(Cl)c1cccnc1, NCCN1CCN(c2ccc(Cl)cn2)CC1. The reagents and catalysts are O=C([O-])[O-].[Cs+].[Cs+] (cesium carbonate), [I-].[K+] (potassium iodide). Solvent: CN(C)C=O (DMF), CN(C)C=O (dmf), CN(C)C=O (DMF). Reaction conditions: temperature 70 celsius, time 16 hour. The product is CC(NCCN1CCN(c2ccc(Cl)cn2)CC1)c1cccnc1.